This data is from the Open Reaction Database (ORD), a public repository of structured organic reaction records. The task is: describe an organic reaction: reactants, conditions, products, and yield Reactants: O=c1cc(CCc2ccccc2)ccn1CCc1ccc(CBr)cc1, C1CCNC1, CN(C)C=O. Product: O=c1cc(CCc2ccccc2)ccn1CCc1ccc(CN2CCCC2)cc1. RXN SMILES: [Br:1][CH2:2][c:3]1[cH:4][cH:5][c:6]([CH2:9][CH2:10][n:11]2[c:12](=[O:25])[cH:13][c:14]([CH2:17][CH2:18][c:19]3[cH:20][cH:21][cH:22][cH:23][cH:24]3)[cH:15][cH:16]2)[cH:7][cH:8]1.[CH2:26]1[CH2:27][CH2:28][NH:29][CH2:30]1.[O:31]=[CH:32][N:33]([CH3:34])[CH3:35]>>[CH2:2]([c:3]1[cH:4][cH:5][c:6]([CH2:9][CH2:10][n:11]2[c:12](=[O:25])[cH:13][c:14]([CH2:17][CH2:18][c:19]3[cH:20][cH:21][cH:22][cH:23][cH:24]3)[cH:15][cH:16]2)[cH:7][cH:8]1)[N:29]1[CH2:28][CH2:27][CH2:26][CH2:30]1.